From a dataset of the Open Reaction Database (ORD), a public repository of structured organic reaction records. describe an organic reaction: reactants, conditions, products, and yield Starting materials: ClCCOCC(C#N)(C)C (3-(2-Chloroethoxy)-2,2-dimethylpropanenitrile), NO (hydroxylamine). The solvent is CCO (EtOH). Run at time 18 hour. The product is ClCCOCC(C(=N)NO)(C)C (3-(2-Chloroethoxy)-N-Hydroxy-2,2-dimethylpropanamidine). As a reaction SMILES: [Cl:1][CH2:2][CH2:3][O:4][CH2:5][C:6]([CH3:10])([CH3:9])[C:7]#[N:8].[NH2:11][OH:12]>CCO>[Cl:1][CH2:2][CH2:3][O:4][CH2:5][C:6]([CH3:10])([CH3:9])[C:7]([NH:11][OH:12])=[NH:8]. Reported procedure: 3-(2-Chloroethoxy)-2,2-dimethylpropanenitrile (6.1 g, 37.7 mmol) was placed together with 50% aqueous hydroxylamine (3.1 g, 37.7 mmol) in 60 mL EtOH and warmed at 75-80 C with stirring for 18 h. The solution was concentrated and then concentrated further with EtOH and vacuum dried to leave (9.4 g, ˜80% pure) of the title compound as a gum. 1H NMR (300 MHz, CDCl3) δ: 1.17 (s, 6H), 3.40 (s, 2H), 3.58-3.73 (m, 4H), 5.16 (s, 2H). LC/MS (M+H): 195. The product is Clc1nc(-c2ccco2)c2ccnc-2[nH]1. RXN SMILES: [CH2:12]([Sn:13]([CH2:14][CH2:15][CH2:16][CH3:22])([c:17]1[o:18][cH:19][cH:20][cH:21]1)[CH2:23][CH2:24][CH2:25][CH3:26])[CH2:27][CH2:28][CH3:29].[CH3:35][CH2:36][O:37][CH2:38][CH3:39].[Cl:1][c:2]1[n:3][c:4]([Cl:11])[c:5]2[cH:10][cH:9][n:8][c:6]-2[nH:7]1.[O:30]=[CH:31][N:32]([CH3:33])[CH3:34].[Pd:40]([Cl:41])[Cl:42].[c:43]1([P:44]([c:45]2[cH:46][cH:47][cH:48][cH:49][cH:50]2)[c:51]2[cH:52][cH:53][cH:54][cH:55][cH:56]2)[cH:57][cH:58][cH:59][cH:60][cH:61]1.[c:62]1([P:63]([c:64]2[cH:65][cH:66][cH:67][cH:68][cH:69]2)[c:70]2[cH:71][cH:72][cH:73][cH:74][cH:75]2)[cH:76][cH:77][cH:78][cH:79][cH:80]1>>[Cl:1][c:2]1[n:3][c:4](-[c:17]2[o:18][cH:19][cH:20][cH:21]2)[c:5]2[cH:10][cH:9][n:8][c:6]-2[nH:7]1. The reactants are CCCC[Sn](CCCC)(CCCC)c1ccco1, CCOCC, Clc1nc(Cl)c2ccnc-2[nH]1, CN(C)C=O, Cl[Pd]Cl, c1ccc(P(c2ccccc2)c2ccccc2)cc1, c1ccc(P(c2ccccc2)c2ccccc2)cc1. Reactants: C#Cc1ccccn1, CCOC(C)=O, CC(C)NC(C)C, CC(C)Oc1cc(OCCCN2CCOCC2)cc2ncnc(Nc3c(Cl)cc(I)c4c3OCO4)c12, [Cu]I. Yields the product CC(C)Oc1cc(OCCCN2CCOCC2)cc2ncnc(Nc3c(Cl)cc(C#Cc4ccccn4)c4c3OCO4)c12. RXN SMILES: [C:37](#[CH:38])[c:39]1[n:40][cH:41][cH:42][cH:43][cH:44]1.[CH3:54][CH2:55][O:56][C:57](=[O:58])[CH3:59].[CH:45]([NH:46][CH:47]([CH3:48])[CH3:49])([CH3:50])[CH3:51].[Cl:1][c:2]1[c:3]([NH:12][c:13]2[n:14][cH:15][n:16][c:17]3[cH:18][c:19]([O:27][CH2:28][CH2:29][CH2:30][N:31]4[CH2:32][CH2:33][O:34][CH2:35][CH2:36]4)[cH:20][c:21]([O:23][CH:24]([CH3:25])[CH3:26])[c:22]23)[c:4]2[c:5]([c:9]([I:11])[cH:10]1)[O:6][CH2:7][O:8]2.[Cu:52][I:53]>>[Cl:1][c:2]1[c:3]([NH:12][c:13]2[n:14][cH:15][n:16][c:17]3[cH:18][c:19]([O:27][CH2:28][CH2:29][CH2:30][N:31]4[CH2:32][CH2:33][O:34][CH2:35][CH2:36]4)[cH:20][c:21]([O:23][CH:24]([CH3:25])[CH3:26])[c:22]23)[c:4]2[c:5]([c:9]([C:38]#[C:37][c:39]3[n:40][cH:41][cH:42][cH:43][cH:44]3)[cH:10]1)[O:6][CH2:7][O:8]2. The yield is 21.5%. Procedure details: Compound 8 (60 mg, 0.6 mmol) was dissolved in 0.2 M NaOH in H2O/dioxane 1:1 (7 mL) and stirred for 5 h at r.t. while the solution turned orange. The solution was cooled to 0° C. and 1N HCl was added dropwise until pH 1-2, while an orange precipitate developed. The product was separated by centrifugation, the supernatant removed, and the formed precipitate washed with cold H2O (2×2 mL). Lyophilization afforded 46 mg (81%) of 9 as an orange solid. Data of 9: UV (MeOH): λmax 359. 1H NMR (300 MHz, D... Starting materials: COC(=O)C1=CC=C2C(=N1)NC(=N2)C=2N(C=C(C2)NC(=O)OC(C)(C)C)C (2-(4-tert-Butoxycarbonylamino-1-methyl-1H-pyrrole-2-yl)-3H-imidazo[4,5-b]pyridine-5-carboxylic Acid Methyl Ester), Cl (HCl). Reaction conditions: time 5 hour. Run in [OH-].[Na+] (NaOH), O.O1CCOCC1 (H2O dioxane). Reaction SMILES: C[O:2][C:3]([C:5]1[N:10]=[C:9]2[NH:11][C:12]([C:14]3[N:15]([CH3:27])[CH:16]=[C:17]([NH:19][C:20]([O:22][C:23]([CH3:26])([CH3:25])[CH3:24])=[O:21])[CH:18]=3)=[N:13][C:8]2=[CH:7][CH:6]=1)=[O:4].Cl>[OH-].[Na+].O.O1CCOCC1>[C:23]([O:22][C:20]([NH:19][C:17]1[CH:18]=[C:14]([C:12]2[NH:11][C:9]3=[N:10][C:5]([C:3]([OH:4])=[O:2])=[CH:6][CH:7]=[C:8]3[N:13]=2)[N:15]([CH3:27])[CH:16]=1)=[O:21])([CH3:26])([CH3:24])[CH3:25] |f:2.3,4.5|. Yields the product C(C)(C)(C)OC(=O)NC=1C=C(N(C1)C)C1=NC=2C(=NC(=CC2)C(=O)O)N1 (2-(4-tert-Butoxycarbonylamino-1-methyl-1H-pyrrole-2-yl)-3H-imidazo[4,5-b]pyridine-5-carboxylic acid).